From a dataset of the Open Reaction Database (ORD), a public repository of structured organic reaction records. describe an organic reaction: reactants, conditions, products, and yield The reactants are CC#N, [Cl-], O=C(O)c1cccc2nccn12, N#CC(N)c1ccco1. The product is N#CC(NC(=O)c1cccc2nccn12)c1ccco1. As a reaction SMILES: [CH3:23][C:24]#[N:25].[Cl-:10].[n:11]1[cH:12][cH:13][n:14]2[c:15]1[cH:16][cH:17][cH:18][c:19]2[C:20](=[O:21])[OH:22].[o:1]1[c:2]([CH:6]([C:7]#[N:8])[NH2:9])[cH:3][cH:4][cH:5]1>>[o:1]1[c:2]([CH:6]([C:7]#[N:8])[NH:9][C:20]([c:19]2[n:14]3[cH:13][cH:12][n:11][c:15]3[cH:16][cH:17][cH:18]2)=[O:21])[cH:3][cH:4][cH:5]1.